This data is from the Open Reaction Database (ORD), a public repository of structured organic reaction records. The task is: describe an organic reaction: reactants, conditions, products, and yield Solvent: CO (MeOH). Product: O=S1(CCN(CC1)C=1C=C(C(=NC1)N1CCOCC1)N)=O (5-(1,1-dioxidothiomorpholin-4-yl)-2-morpholin-4-ylpyridin-3-amine). RXN SMILES: [O:1]=[S:2]1(=[O:23])[CH2:7][CH2:6][N:5]([C:8]2[CH:9]=[C:10]([N+:20]([O-])=O)[C:11]([N:14]3[CH2:19][CH2:18][O:17][CH2:16][CH2:15]3)=[N:12][CH:13]=2)[CH2:4][CH2:3]1>CO.[Pd]>[O:23]=[S:2]1(=[O:1])[CH2:3][CH2:4][N:5]([C:8]2[CH:9]=[C:10]([NH2:20])[C:11]([N:14]3[CH2:19][CH2:18][O:17][CH2:16][CH2:15]3)=[N:12][CH:13]=2)[CH2:6][CH2:7]1. The reactants are O=S1(CCN(CC1)C=1C=C(C(=NC1)N1CCOCC1)[N+](=O)[O-])=O (4-[5-(1,1-dioxidothiomorpholin-4-yl)-3-nitropyridin-2-yl]morpholine). Procedure details: A solution of 4-[5-(1,1-dioxidothiomorpholin-4-yl)-3-nitropyridin-2-yl]morpholine (180 mg, 0.53 mmol) in MeOH (100 mL) was reduced using a continuous flow hydrogenation reactor (flow rate: 1 mL/min, 10% mol Pd/C, temperature 35° C., H2 pressure: 20 bar) to give 5-(1,1-dioxidothiomorpholin-4-yl)-2-morpholin-4-ylpyridin-3-amine. Reagents/catalysts: [Pd] (Pd/C). Starting materials: BrCC(CC1=C(C=CC=C1F)Cl)=O (1-Bromo-3-(2-chloro-6-fluoro-phenyl)-2-propanone), C(C1=CC=CC=C1)C1=NC=CC=C1 (2-benzyl-pyridine). Solvent: CC(=O)C (acetone). Yields the product ClC1=C(CC=2C(=C3C=CC=CN3C2)C2=CC=CC=C2)C(=CC=C1)F (2-(2-Chloro-6-fluoro-benzyl)-1-phenyl-indolizine). Isolated yield 76.3%. As a reaction SMILES: Br[CH2:2][C:3](=O)[CH2:4][C:5]1[C:10]([F:11])=[CH:9][CH:8]=[CH:7][C:6]=1[Cl:12].[CH2:14]([C:21]1[CH:26]=[CH:25][CH:24]=[CH:23][N:22]=1)[C:15]1[CH:20]=[CH:19][CH:18]=[CH:17][CH:16]=1>CC(C)=O>[Cl:12][C:6]1[CH:7]=[CH:8][CH:9]=[C:10]([F:11])[C:5]=1[CH2:4][C:3]1[C:14]([C:15]2[CH:20]=[CH:19][CH:18]=[CH:17][CH:16]=2)=[C:21]2[N:22]([CH:2]=1)[CH:23]=[CH:24][CH:25]=[CH:26]2. Procedure details: The compound of step 1 (1.17 g, 4.41 mmol) and 2-benzyl-pyridine (1.49 g, 8.82 mmol) were dissolved in acetone (15 ml) and the mixture was stirred under reflux overnight. The mixture was concentrated to dryness and the residue was purified by chromatography on silica gel (DCM/MOH, 100:0, then 95:5) to give 1.13 g of the title compound. Reactants: FC=1C=CC2=C(C(CC3=C(S2)C=C(C=C3)C(=O)O)=O)C1 (8-Fluoro-10-oxo-10,11-dihydrodibenzo[b,f]thiepin-3-carboxylic Acid), Cl (hydrochloric acid), C([O-])(O)=O.[Na+] (sodium bicarbonate), [BH4-].[Na+] (sodium borohydride). The solvent is O (water). Run at temperature 50 celsius. Yields the product FC=1C=CC2=C(C(CC3=C(S2)C=C(C=C3)C(=O)O)O)C1 (8-Fluoro-10-hydroxy-10,11-dihydrodibenzo[b,f]thiepin-3-carboxylic Acid). As a reaction SMILES: [F:1][C:2]1[CH:3]=[CH:4][C:5]2[S:11][C:10]3[CH:12]=[C:13]([C:16]([OH:18])=[O:17])[CH:14]=[CH:15][C:9]=3[CH2:8][C:7](=[O:19])[C:6]=2[CH:20]=1.C(=O)(O)[O-].[Na+].[BH4-].[Na+].Cl>O>[F:1][C:2]1[CH:3]=[CH:4][C:5]2[S:11][C:10]3[CH:12]=[C:13]([C:16]([OH:18])=[O:17])[CH:14]=[CH:15][C:9]=3[CH2:8][CH:7]([OH:19])[C:6]=2[CH:20]=1 |f:1.2,3.4|. Procedure details: Suspend 15.5 gm of the crude 10-keto compound of Step B in 750 ml of water and add 10 gm of sodium bicarbonate. Stir the mixture and warm to 50° C. for 15-20 minutes. Stop heating and slowly add 5 gm of sodium borohydride. Acidify the mixture with 10% aqueous hydrochloric acid, separate the solids by filtration, wash with water and air-dry. The residue may be used as such in the next step. (m.p. 204°-210° C., subsequent gassing)